This data is from the Open Reaction Database (ORD), a public repository of structured organic reaction records. The task is: describe an organic reaction: reactants, conditions, products, and yield Reactants: C(#N)C1=C(OC(CCC(=O)OCC)C2=C(C=CC(=C2)C)C)C=C(C=C1)OCC1=CSC=C1 (ethyl (RS)-4-(2-cyano-5-(3-thienylmethoxy)phenoxy)-4-(2,5-dimethylphenyl)butanoate), [OH-].[Na+] (sodium hydroxide), Cl (HCl). The solvent is CO (methanol). Run at time 16 hour. Yields the product C(#N)C1=C(OC(CCC(=O)O)C2=C(C=CC(=C2)C)C)C=C(C=C1)OCC1=CSC=C1 ((RS)-4-(2-cyano-5-(3-thienylmethoxy)phenoxy)-4-(2,5-dimethylphenyl) butanoic acid). The yield is 36.3%. As a reaction SMILES: [C:1]([C:3]1[CH:25]=[CH:24][C:23]([O:26][CH2:27][C:28]2[CH:32]=[CH:31][S:30][CH:29]=2)=[CH:22][C:4]=1[O:5][CH:6]([C:14]1[CH:19]=[C:18]([CH3:20])[CH:17]=[CH:16][C:15]=1[CH3:21])[CH2:7][CH2:8][C:9]([O:11]CC)=[O:10])#[N:2].[OH-].[Na+].Cl>CO>[C:1]([C:3]1[CH:25]=[CH:24][C:23]([O:26][CH2:27][C:28]2[CH:32]=[CH:31][S:30][CH:29]=2)=[CH:22][C:4]=1[O:5][CH:6]([C:14]1[CH:19]=[C:18]([CH3:20])[CH:17]=[CH:16][C:15]=1[CH3:21])[CH2:7][CH2:8][C:9]([OH:11])=[O:10])#[N:2] |f:1.2|. Procedure details: A solution of ethyl (RS)-4-(2-cyano-5-(3-thienylmethoxy)phenoxy)-4-(2,5-dimethylphenyl)butanoate (500 mg) in methanol (20 mL) containing 1 N sodium hydroxide (5 mL) is stirred at ambient temperature for 16 hours. The reaction mixture is poured into 0.5 N HCl (20 mL) and extracted three times with ethyl acetate (20 mL). The combined organic phases are washed with brine (20 mL), dried over magnesium sulphate, filtered and concentrated under reduced pressure to leave a brown oil. Crystallisation wi... Reactants: [Al+3], C1CCOC1, CC(C)CC1COCC(=O)N1, [H-], [H-], [H-], [H-], [Li+]. The product is CC(C)CC1COCCN1. Reaction SMILES: [Al+3:2].[CH2:18]1[O:19][CH2:20][CH2:21][CH2:22]1.[CH2:7]([CH:8]([CH3:9])[CH3:10])[CH:11]1[NH:12][C:13](=[O:17])[CH2:14][O:15][CH2:16]1.[H-:1].[H-:4].[H-:5].[H-:6].[Li+:3]>>[CH2:7]([CH:8]([CH3:9])[CH3:10])[CH:11]1[NH:12][CH2:13][CH2:14][O:15][CH2:16]1. The reactants are NC=1C=C(OCC(CNCCOC2=CC=C(C=C2)C(N)=O)O)C=CC1 (1-(3-aminophenoxy)-3-[2-(4-carbamoylphenoxy)ethylamino]propan-2-ol), [OH-].[Na+] (sodium hydroxide), [OH-].[Na+] (sodium hydroxide), Cl (hydrochloric acid), C(C)(=O)OC(C)=O (acetic anhydride). Yields the product C(C)(=O)NC=1C=C(OCC(CNCCOC2=CC=C(C=C2)C(N)=O)O)C=CC1 (1-(3-acetamidophenoxy)-3-[2-(4-carbamoylphenoxy)ethylamino]propan-2-ol). Reported procedure: An aqueous mixture consisting of 10 g. of 1-(3-aminophenoxy)-3-[2-(4-carbamoylphenoxy)ethylamino]propan-2-ol in 150 ml. of water was adjusted to pH 4-5 with dilute hydrochloric acid and then stirred vigorously for several minutes in order to effect complete solution. At this point, 3 g. of acetic anhydride were added to the mixture in a dropwise manner and the pH of the resulting solution was simultaneously maintained within the aforestated pH range by means of dilute aqueous sodium hydroxide. A... RXN SMILES: [NH2:1][C:2]1[CH:3]=[C:4]([CH:23]=[CH:24][CH:25]=1)[O:5][CH2:6][CH:7]([OH:22])[CH2:8][NH:9][CH2:10][CH2:11][O:12][C:13]1[CH:18]=[CH:17][C:16]([C:19](=[O:21])[NH2:20])=[CH:15][CH:14]=1.Cl.[C:27](OC(=O)C)(=[O:29])[CH3:28].[OH-].[Na+]>O>[C:27]([NH:1][C:2]1[CH:3]=[C:4]([CH:23]=[CH:24][CH:25]=1)[O:5][CH2:6][CH:7]([OH:22])[CH2:8][NH:9][CH2:10][CH2:11][O:12][C:13]1[CH:18]=[CH:17][C:16]([C:19](=[O:21])[NH2:20])=[CH:15][CH:14]=1)(=[O:29])[CH3:28] |f:3.4|. The solvent is O (water). Starting materials: CN(C)C(=[N+](C)C)ON1C2=C(C=CC=C2)N=N1.[B-](F)(F)(F)F (TBTU), ClC1=C(C(=CC(=C1)Cl)Cl)N1NC(=C2C1=NC(=NC2=O)CC2=CC=C(C=C2)C(=O)O)C(C)C (1-(2,4,6-trichlorophenyl)-3-isopropyl-6-(4-(carboxy)benzyl)pyrazolo[3,4-d]pyrimidin-4-one), NN1CCN(CC1)C (1-amino-4-methylpiperazine), CCN(C(C)C)C(C)C (DIEA). Run in CN(C)C=O (DMF), O (water). Conditions: temperature 45 celsius, time 16 hour. The product is ClC1=C(C(=CC(=C1)Cl)Cl)N1NC(=C2C1=NC(=NC2=O)CC2=CC=C(C=C2)C(=O)NN2CCN(CC2)C)C(C)C (1-(2,4,6-trichlorophenyl)-3-isopropyl-6-(4-(4-methylpiperazin-1-ylaminocarbonyl)benzyl)pyrazolo[3,4-d]pyrimidin-4-on). Yield: 57.7%. As a reaction SMILES: [Cl:1][C:2]1[CH:7]=[C:6]([Cl:8])[CH:5]=[C:4]([Cl:9])[C:3]=1[N:10]1[C:14]2=[N:15][C:16]([CH2:20][C:21]3[CH:26]=[CH:25][C:24]([C:27](O)=[O:28])=[CH:23][CH:22]=3)=[N:17][C:18](=[O:19])[C:13]2=[C:12]([CH:30]([CH3:32])[CH3:31])[NH:11]1.[NH2:33][N:34]1[CH2:39][CH2:38][N:37]([CH3:40])[CH2:36][CH2:35]1.CCN(C(C)C)C(C)C.CN(C(ON1N=NC2C=CC=CC1=2)=[N+](C)C)C.[B-](F)(F)(F)F>CN(C=O)C.O>[Cl:9][C:4]1[CH:5]=[C:6]([Cl:8])[CH:7]=[C:2]([Cl:1])[C:3]=1[N:10]1[C:14]2=[N:15][C:16]([CH2:20][C:21]3[CH:26]=[CH:25][C:24]([C:27]([NH:33][N:34]4[CH2:39][CH2:38][N:37]([CH3:40])[CH2:36][CH2:35]4)=[O:28])=[CH:23][CH:22]=3)=[N:17][C:18](=[O:19])[C:13]2=[C:12]([CH:30]([CH3:32])[CH3:31])[NH:11]1 |f:3.4|. Procedure: Part F: To a stirred solution of 49 mg (0.10 mmol) of 1-(2,4,6-trichlorophenyl)-3-isopropyl-6-(4-(carboxy)benzyl)pyrazolo[3,4-d]pyrimidin-4-one and 0.06 mL(0.5 mmol) of 1-amino-4-methylpiperazine in 1 mL of DMF was added 0.052 mL of DIEA followed by 48 mg (0.15 mmol) of TBTU. The solution was stirred 16 h at 45° C., cooled to RT, and poured into water. The mixture was extracted with EtOAc, and the organic extract was concentrated under reduced pressure. Chromatography with 4:1 chloroform-MeOH af... Reactants: Br[Mg]c1ccccc1, [Cl-], CON(C)C(=O)c1cc(O[Si](C)(C)C(C)(C)C)ccc1N, [NH4+], C1CCOC1. Product: CC(C)(C)[Si](C)(C)Oc1ccc(N)c(C(=O)c2ccccc2)c1. RXN SMILES: [Br:22][Mg:23][c:24]1[cH:25][cH:26][cH:27][cH:28][cH:29]1.[Cl-:30].[NH2:1][c:2]1[c:3]([C:4](=[O:5])[N:6]([O:7][CH3:8])[CH3:9])[cH:10][c:11]([O:14][Si:15]([CH3:16])([CH3:17])[C:18]([CH3:19])([CH3:20])[CH3:21])[cH:12][cH:13]1.[NH4+:31].[O:32]1[CH2:33][CH2:34][CH2:35][CH2:36]1>>[NH2:1][c:2]1[c:3]([C:4](=[O:5])[c:24]2[cH:25][cH:26][cH:27][cH:28][cH:29]2)[cH:10][c:11]([O:14][Si:15]([CH3:16])([CH3:17])[C:18]([CH3:19])([CH3:20])[CH3:21])[cH:12][cH:13]1.